This data is from the Open Reaction Database (ORD), a public repository of structured organic reaction records. The task is: describe an organic reaction: reactants, conditions, products, and yield The reactants are BrN1C(CCC1=O)=O (N-bromosuccinimide), C1(=CC=CC=C1)CCC(=O)O (3-phenylpropionic acid), S(=O)(Cl)Cl (thionylchloride), NC1=C(C=CC(=C1)[N+](=O)[O-])O (2-amino-4-nitrophenol), CN(C1=CC=CC=C1)C (N,N-dimethylaniline). The reagents and catalysts are Br (hydrobromic acid). Solvent: O1CCCC1 (tetrahydrofuran), C(Cl)(Cl)(Cl)Cl (carbon tetrachloride), O1CCCC1 (tetrahydrofuran), C(Cl)(Cl)(Cl)Cl (carbon tetrachloride). Run at temperature 70 celsius, time 40 minute. Yields the product C(C1=CC=CC=C1)C1OC2=C(NC1=O)C=C(C=C2)[N+](=O)[O-] (2-benzyl-6-nitro-3-oxo-1,4-benzoxazine). Isolated yield 54.0%. Reaction SMILES: [C:1]1([CH2:7][CH2:8][C:9]([OH:11])=O)[CH:6]=[CH:5][CH:4]=[CH:3][CH:2]=1.S(Cl)(Cl)=O.BrN1C(=O)CCC1=O.[NH2:24][C:25]1[CH:30]=[C:29]([N+:31]([O-:33])=[O:32])[CH:28]=[CH:27][C:26]=1[OH:34].CN(C)C1C=CC=CC=1>Br.O1CCCC1.C(Cl)(Cl)(Cl)Cl>[CH2:7]([CH:8]1[C:9](=[O:11])[NH:24][C:25]2[CH:30]=[C:29]([N+:31]([O-:33])=[O:32])[CH:28]=[CH:27][C:26]=2[O:34]1)[C:1]1[CH:2]=[CH:3][CH:4]=[CH:5][CH:6]=1. Reported procedure: A mixture of 12.0 g of 3-phenylpropionic acid, 25 ml of thionylchloride and 8 ml of carbon tetrachloride are heated at 70° C. for 45 minutes. Then, 10.7 g of N-bromosuccinimide, 40 ml of carbon tetrachloride and 6 drops of 48% hydrobromic acid are further added thereto, and the mixture is heated for 1 hour. After cooling, insoluble materials are filtered off, and the filtrate is condensed to dryness. The residue is dissolved in 20 ml of tetrahydrofuran, and the mixture is added dropwise to 120 m... Starting materials: [S] (sulfur), N (ammonia), S (hydrogen sulfide), stainless steel, C(CCCCC)Cl (n-hexyl chloride). Solvent: CO (methanol). Reaction conditions: time 2 hour. Product: C(CCCCC)SSCCCCCC (di-n-hexyl disulfide). Yield: 83.5%. Reaction SMILES: [S].N.[SH2:3].[CH2:4](Cl)[CH2:5][CH2:6][CH2:7][CH2:8][CH3:9]>CO>[CH2:4]([S:3][S:3][CH2:4][CH2:5][CH2:6][CH2:7][CH2:8][CH3:9])[CH2:5][CH2:6][CH2:7][CH2:8][CH3:9] |^3:0|. Procedure: 1.5 mole sulfur, 6 moles of ammonia and 1.5 mole of hydrogen sulfide were charged into a 3 liter stainless steel autoclave and heated to 70° C. as 3 moles of n-hexyl chloride and 250 ml. of methanol were pumped into the vessel. After 2 hours at 70° C., the mixture was filtered free of ammonium chloride and the filtrate was distilled to give an 83.5 percent yield of di-n-hexyl disulfide, boiling point 120° - 122° C. and 1 mm. n D25 1.4864, d 425 0.9145, RD 0.341, calculated RD 0.315. Reactants: CCOc1cccc(OB([O-])[O-])c1, CN(Cc1ccc(NC(=O)C2=Cc3cc(Br)ccc3S(=O)(=O)CC2)cc1)C1CCOCC1, O=C([O-])[O-], CCO, [K+], [K+], O, O, Cc1ccccc1. Yields the product CCOc1cccc(-c2ccc3c(c2)C=C(C(=O)Nc2ccc(CN(C)C4CCOCC4)cc2)CCS3(=O)=O)c1. RXN SMILES: [B:44]([O-:45])([O-:55])[O:56][c:46]1[cH:47][c:48]([O:52][CH2:53][CH3:54])[cH:49][cH:50][cH:51]1.[Br:1][c:2]1[cH:3][cH:4][c:5]2[c:6]([cH:32]1)[CH:7]=[C:8]([C:14](=[O:15])[NH:16][c:17]1[cH:18][cH:19][c:20]([CH2:23][N:24]([CH:25]3[CH2:26][CH2:27][O:28][CH2:29][CH2:30]3)[CH3:31])[cH:21][cH:22]1)[CH2:9][CH2:10][S:11]2(=[O:12])=[O:13].[C:57](=[O:58])([O-:59])[O-:60].[CH2:34]([OH:35])[CH3:36].[K+:61].[K+:62].[OH2:33].[OH2:63].[c:37]1([CH3:38])[cH:39][cH:40][cH:41][cH:42][cH:43]1>>[c:2]1(-[c:46]2[cH:47][c:48]([O:52][CH2:53][CH3:54])[cH:49][cH:50][cH:51]2)[cH:3][cH:4][c:5]2[c:6]([cH:32]1)[CH:7]=[C:8]([C:14](=[O:15])[NH:16][c:17]1[cH:18][cH:19][c:20]([CH2:23][N:24]([CH:25]3[CH2:26][CH2:27][O:28][CH2:29][CH2:30]3)[CH3:31])[cH:21][cH:22]1)[CH2:9][CH2:10][S:11]2(=[O:12])=[O:13]. Procedure: rac-(4aR,13bS)-9-(4-fluorophenyl)-13b-(pyridin-2-ylmethyl)-4,4a,5,6,7,13 b-hexahydro-1H-benzo[3,4]cyclohepta[1,2-d]imidazo[1,5-a]pyridin-3 (2H)-one (149, R1=4-Fluorophenyl, R2=Pyridin-2-ylmethyl) (0.291 g, 0.662 mmol) was suspended in DME (7 mL) then CsF (0.060 g, 0.397 mmol) was added. The mixture was cooled to about −10° C. then trimethyl(trifluoromethyl)silane (0.185 g, 1.30 mmol) was added. After 15 min TBAF (1 M in THF) (0.695 mL, 0.695 mmol) was added and the mixture was allowed to warm to... Reaction conditions: temperature -10 celsius. The solvent is COCCOC (DME). Product: FC1=CC=C(C=C1)C=1N=CN2C1C=C1C(=C2)C2(C(CCC1)CC(CC2)(O)C(F)(F)F)CC2=NC=CC=C2 (rac-(3R,4aR,13bS)-9-(4-fluorophenyl)-13b-(pyridin-2-ylmethyl)-3-(trifluoromethyl)-2,3,4,4a,5,6,7,13b-octahydro-1H-benzo[3,4]cyclohepta[1,2-d]imidazo[1,5-a]pyridin-3-ol). Starting materials: FC1=CC=C(C=C1)C=1N=CN2C1C=C1C(=C2)C2(C(CCC1)CC(CC2)=O)CC2=NC=CC=C2 (rac-(4aR,13bS)-9-(4-fluorophenyl)-13b-(pyridin-2-ylmethyl)-4,4a,5,6,7,13b-hexahydro-1H-benzo[3,4]cyclohepta[1,2-d]imidazo[1,5-a]pyridin-3(2H)-one), CCCC[N+](CCCC)(CCCC)CCCC.[F-] (TBAF), [F-].[Cs+] (CsF), C[Si](C(F)(F)F)(C)C (trimethyl(trifluoromethyl)silane). As a reaction SMILES: [F:1][C:2]1[CH:7]=[CH:6][C:5]([C:8]2[N:9]=[CH:10][N:11]3[CH:16]=[C:15]4[C:17]5([CH2:27][C:28]6[CH:33]=[CH:32][CH:31]=[CH:30][N:29]=6)[CH2:25][CH2:24][C:23](=[O:26])[CH2:22][CH:18]5[CH2:19][CH2:20][CH2:21][C:14]4=[CH:13][C:12]=23)=[CH:4][CH:3]=1.[F-].[Cs+].C[Si](C)(C)[C:38]([F:41])([F:40])[F:39].CCCC[N+](CCCC)(CCCC)CCCC.[F-]>COCCOC>[F:1][C:2]1[CH:7]=[CH:6][C:5]([C:8]2[N:9]=[CH:10][N:11]3[CH:16]=[C:15]4[C:17]5([CH2:27][C:28]6[CH:33]=[CH:32][CH:31]=[CH:30][N:29]=6)[CH2:25][CH2:24][C:23]([C:38]([F:41])([F:40])[F:39])([OH:26])[CH2:22][CH:18]5[CH2:19][CH2:20][CH2:21][C:14]4=[CH:13][C:12]=23)=[CH:4][CH:3]=1 |f:1.2,4.5|. Reactants: [BH4-], O=C(CBr)c1cccc([N+](=O)[O-])c1, CCOC(C)=O, CCO, [K+], [Na+], [OH-]. The product is O=[N+]([O-])c1cccc(C2CO2)c1. Reaction SMILES: [BH4-:14].[Br:1][CH2:2][C:3](=[O:4])[c:5]1[cH:6][c:7]([N+:11](=[O:12])[O-:13])[cH:8][cH:9][cH:10]1.[CH3:18][CH2:19][O:20][C:21](=[O:22])[CH3:23].[CH3:24][CH2:25][OH:26].[K+:17].[Na+:15].[OH-:16]>>[CH2:2]1[CH:3]([c:5]2[cH:6][c:7]([N+:11](=[O:12])[O-:13])[cH:8][cH:9][cH:10]2)[O:4]1. Reactants: C(C)(C)(C)OC(=O)N1C[C@@H]([C@H](C1)O)NC(=O)C=1SC(=CC1)Cl ((3S,4S)-3-[(5-chloro-thiophene-2-carbonyl)-amino]-4-hydroxy-pyrrolidine-1-carboxylic acid tert-butyl ester), [H-].[Na+] (NaH), FC(S(=O)(=O)OCC(F)F)(F)F (2,2-difluoroethyl trifluoromethanesulfonate). The solvent is CCOC(=O)C (EtOAc), CN(C)C=O (DMF). Run at time 1 hour. The product is C(C)(C)(C)OC(=O)N1C[C@@H]([C@H](C1)OCC(F)F)NC(=O)C=1SC(=CC1)Cl ((3S,4S)-3-[(5-chloro-thiophene-2-carbonyl)-amino]-4-(2,2-difluoro-ethoxy)-pyrrolidine-1-carboxylic acid tert-butyl ester). Yield: 49.1%. RXN SMILES: [H-].[Na+].[C:3]([O:7][C:8]([N:10]1[CH2:14][C@H:13]([OH:15])[C@@H:12]([NH:16][C:17]([C:19]2[S:20][C:21]([Cl:24])=[CH:22][CH:23]=2)=[O:18])[CH2:11]1)=[O:9])([CH3:6])([CH3:5])[CH3:4].FC(F)(F)S(O[CH2:31][CH:32]([F:34])[F:33])(=O)=O>CN(C=O)C.CCOC(C)=O>[C:3]([O:7][C:8]([N:10]1[CH2:14][C@H:13]([O:15][CH2:31][CH:32]([F:34])[F:33])[C@@H:12]([NH:16][C:17]([C:19]2[S:20][C:21]([Cl:24])=[CH:22][CH:23]=2)=[O:18])[CH2:11]1)=[O:9])([CH3:6])([CH3:4])[CH3:5] |f:0.1|. Procedure details: 30.1 A suspension of 37 mg NaH (55% in oil) in 2 ml DMF was treated at 0° C. under an argon atmosphere with a solution of 270 mg (3S,4S)-3-[(5-chloro-thiophene-2-carbonyl)-amino]-4-hydroxy-pyrrolidine-1-carboxylic acid tert-butyl ester (example 22.4). The reaction mixture was stirred for 1 hr at r.t. Then, 334 mg 2,2-difluoroethyl trifluoromethanesulfonate were added at 0° C. The reaction mixture was stirred for 2 days at r.t., then diluted with EtOAc and washed with water. The organic layer was... Starting materials: O (water), ClC1=C(C=CC(=C1)NC1=C(C=CC=C1)OCCCO)C(=O)C1=C(C=CC=C1)C ((2-Chloro-4-{[2-(3-hydroxypropoxy)phenyl]amino}phenyl)(2-methylphenyl)methanone), N1CCOCC1 (morpholine), C1(=CC=C(C=C1)S(=O)(=O)Cl)C (4-toluenesulfonyl chloride). Solvent: CCOC(=O)C (EtOAc), N1=CC=CC=C1 (pyridine). Run at time 48 hour. Yields the product ClC1=C(C=CC(=C1)NC1=C(C=CC=C1)OCCCN1CCOCC1)C(=O)C1=C(C=CC=C1)C ([2-Chloro-4-({2-[3-(morpholin-4-yl)propoxy]phenyl}amino)phenyl](2-methylphenyl)methanone). RXN SMILES: [Cl:1][C:2]1[CH:7]=[C:6]([NH:8][C:9]2[CH:14]=[CH:13][CH:12]=[CH:11][C:10]=2[O:15][CH2:16][CH2:17][CH2:18]O)[CH:5]=[CH:4][C:3]=1[C:20]([C:22]1[CH:27]=[CH:26][CH:25]=[CH:24][C:23]=1[CH3:28])=[O:21].C1(C)C=CC(S(Cl)(=O)=O)=CC=1.[NH:40]1[CH2:45][CH2:44][O:43][CH2:42][CH2:41]1.O>N1C=CC=CC=1.CCOC(C)=O>[Cl:1][C:2]1[CH:7]=[C:6]([NH:8][C:9]2[CH:14]=[CH:13][CH:12]=[CH:11][C:10]=2[O:15][CH2:16][CH2:17][CH2:18][N:40]2[CH2:45][CH2:44][O:43][CH2:42][CH2:41]2)[CH:5]=[CH:4][C:3]=1[C:20]([C:22]1[CH:27]=[CH:26][CH:25]=[CH:24][C:23]=1[CH3:28])=[O:21]. Procedure details: Compound 198 (100 mg, 0.25 mmol) was dissolved in dry pyridine (130 μL) under an argon atmosphere. The solution was cooled on an ice bath and 4-toluenesulfonyl chloride (48 mg, 0.25 mmol) was added. The reaction mixture was quenched with water after 45 min at room temperature. The aqueous phase was extracted twice with EtOAc. The combined organic phases were washed with brine, dried (MgSO4), filtered and concentrated in vacuo. The crude product was purified by flash chromatography using petroleu... As a reaction SMILES: [F:1][C:2]([F:12])([F:11])[C:3]1[CH:4]=[C:5]([CH2:9][NH2:10])[CH:6]=[CH:7][CH:8]=1.[C:13]1(=[O:19])[O:18][C:16](=[O:17])[CH2:15][CH2:14]1.CO>CCOCC>[O:19]=[C:13]([NH:10][CH2:9][C:5]1[CH:6]=[CH:7][CH:8]=[C:3]([C:2]([F:11])([F:12])[F:1])[CH:4]=1)[CH2:14][CH2:15][C:16]([OH:18])=[O:17]. Solvent: CCOCC (ether), CCOCC (ether). Isolated yield 44.2%. Procedure details: A solution of 15.0 g (85.6 mmol) of (3-(trifluoromethyl)phenyl)methylamine in ether (40 ml) was added dropwise to a suspension of 7.5 g (85.6 mmol) of succinic anhydride in ether (450 ml) within 30 min. The mixture was then stirred for 72 h at room temperature. The deposit obtained was filtered and dried. After column chromatography (EE/MeOH 1:1) of the residue, 10.4 g (37.8 mmol, 44%) of 4-oxo-4-(3-(trifluoromethyl)benzylamino)butyric acid were obtained. Product: O=C(CCC(=O)O)NCC1=CC(=CC=C1)C(F)(F)F (4-oxo-4-(3-(trifluoromethyl)benzylamino)butyric acid). Run at time 72 hour. The reactants are CO (MeOH), FC(C=1C=C(C=CC1)CN)(F)F ((3-(trifluoromethyl)phenyl)methylamine), C1(CCC(=O)O1)=O (succinic anhydride). Reactants: C(=O)(O)COC1CN(CCC1C1=CC=C(C=C1)OCCCOCC1=C(C=CC=C1)OC)C(=O)OC(C)(C)C (tert-butyl 3-carboxymethoxy-4-{4-[3-(2-methoxybenzyloxy)propoxy]phenyl}piperidine-1-carboxylate), COCCCC1=C(C=CC=C1)N (2-(3-methoxypropyl)phenylamine). Yields the product COC1=C(COCCCOC2=CC=C(C=C2)C2C(CN(CC2)C(=O)OC(C)(C)C)OCC(NC2=C(C=CC=C2)CCCOC)=O)C=CC=C1 (tert-Butyl 4-{4-[3-(2-methoxybenzyloxy)propoxy]phenyl}-3-{[2-(3-methoxypropyl)phenylcarbamoyl]methoxy}piperidine-1-carboxylate). Procedure details: Analogously to Example 3a, 0.537 g of tert-butyl 3-carboxymethoxy-4-{4-[3-(2-methoxybenzyloxy)propoxy]phenyl}piperidine-1-carboxylate (Example 34b) and 0.207 g of 2-(3-methoxypropyl)phenylamine are reacted. The title compound is obtained as a yellow oil. Rf=0.19 (1:1 EtOAc-heptane); Rt=5.94. RXN SMILES: [C:1]([CH2:4][O:5][CH:6]1[CH:11]([C:12]2[CH:17]=[CH:16][C:15]([O:18][CH2:19][CH2:20][CH2:21][O:22][CH2:23][C:24]3[CH:29]=[CH:28][CH:27]=[CH:26][C:25]=3[O:30][CH3:31])=[CH:14][CH:13]=2)[CH2:10][CH2:9][N:8]([C:32]([O:34][C:35]([CH3:38])([CH3:37])[CH3:36])=[O:33])[CH2:7]1)(O)=[O:2].[CH3:39][O:40][CH2:41][CH2:42][CH2:43][C:44]1[CH:49]=[CH:48][CH:47]=[CH:46][C:45]=1[NH2:50]>>[CH3:31][O:30][C:25]1[CH:26]=[CH:27][CH:28]=[CH:29][C:24]=1[CH2:23][O:22][CH2:21][CH2:20][CH2:19][O:18][C:15]1[CH:14]=[CH:13][C:12]([CH:11]2[CH2:10][CH2:9][N:8]([C:32]([O:34][C:35]([CH3:36])([CH3:37])[CH3:38])=[O:33])[CH2:7][CH:6]2[O:5][CH2:4][C:1](=[O:2])[NH:50][C:45]2[CH:46]=[CH:47][CH:48]=[CH:49][C:44]=2[CH2:43][CH2:42][CH2:41][O:40][CH3:39])=[CH:17][CH:16]=1.